From a dataset of the Open Reaction Database (ORD), a public repository of structured organic reaction records. describe an organic reaction: reactants, conditions, products, and yield Starting materials: [OH-].[Na+] (sodium hydroxide), O.[OH-].[Na+] (sodium hydroxide water), C(C=C)(=O)O (acrylic acid), C(C=C)(=O)O (acrylic acid). Run in ion, O (water). The product is O.[OH-].[Na+] (sodium hydroxide water), O.C(C=C)(=O)[O-].[Na+] (sodium acrylate water). RXN SMILES: [OH-:1].[Na+:2].[C:3]([OH:7])(=[O:6])[CH:4]=[CH2:5].O.[OH-].[Na+]>O>[OH2:6].[OH-:1].[Na+:2].[OH2:6].[C:3]([O-:7])(=[O:6])[CH:4]=[CH2:5].[Na+:2] |f:0.1,3.4.5,7.8.9,10.11.12|. Reported procedure: On the other hand, a sodium hydroxide water solution is prepared in another reactor by dissolving 65.8 g of 98 wt % sodium hydroxide in 200 g of ion exchange water. Then, 150 g of acrylic acid is poured into a flask, and the above sodium hydroxide water solution is poured into the flask while the flask is cooled to neturalize the acrylic acid. As a result, a sodium acrylate water solution is produced. The density of sodium acrylate in the resulting water solution is 45 percent by weight. Reactants: [OH-].[Na+] (sodium hydroxide), C(C)(=O)OCCCCOC=1C=CC2=C(COC(N2)=O)C1 (6-(4-acetoxy-butoxy)-4H-3,1-benzoxazin-2-one), ice water, C(C)(=O)O (acetic acid). The solvent is O (water), CO (methanol). Product: OCCCCOC=1C=CC2=C(COC(N2)=O)C1 (6-(4-Hydroxy-butoxy)-4H-3,1-benzoxazin-2-one). As a reaction SMILES: [OH-].[Na+].C([O:6][CH2:7][CH2:8][CH2:9][CH2:10][O:11][C:12]1[CH:13]=[CH:14][C:15]2[NH:20][C:19](=[O:21])[O:18][CH2:17][C:16]=2[CH:22]=1)(=O)C.C(O)(=O)C>O.CO>[OH:6][CH2:7][CH2:8][CH2:9][CH2:10][O:11][C:12]1[CH:13]=[CH:14][C:15]2[NH:20][C:19](=[O:21])[O:18][CH2:17][C:16]=2[CH:22]=1 |f:0.1|. Reported procedure: A solution of 24 gm (0.6 mol) of sodium hydroxide in 100 ml of water is added dropwise to a solution of 150 gm (0.537 mol) of 6-(4-acetoxy-butoxy)-4H-3,1-benzoxazin-2-one in 500 ml of methanol, under stirring, at 10° to 15° C. After the mixture has been stirred for one hour at ambient temperature, first ice water and then 60 ml of glacial acetic acid are added. The product precipitated is subjected to suction filtration and recrystallized from water. Reactants: ClC=1C=C(C(=O)OO)C=CC1 (m-chloroperoxybenzoic acid), ClC=1C=C(C(=O)OO)C=CC1 (m-chloroperoxybenzoic acid). Run in C(Cl)(Cl)Cl (chloroform). Product: ClC=1C=C(C(=O)O)C=CC1 (m-chlorobenzoic acid). As a reaction SMILES: [Cl:1][C:2]1[CH:3]=[C:4]([CH:9]=[CH:10][CH:11]=1)[C:5]([O:7]O)=[O:6]>C(Cl)(Cl)Cl>[Cl:1][C:2]1[CH:3]=[C:4]([CH:9]=[CH:10][CH:11]=1)[C:5]([OH:7])=[O:6]. Procedure: Compounds of Formula Ib, where R=SOCH(R2)A can be prepared from the appropriate compounds of Formula Ia wherein R=SCH(R2)A by oxidation with m-chloroperoxybenzoic acid as shown in Equation 12. The reaction can be carried out by stirring equivalent amounts of Ia with m-chloroperoxybenzoic acid (MCPBA) in an inert solvent such as chloroform at 0° to reflux for 12-24 hours. The insoluble m-chlorobenzoic acid produced is removed by filtration and the chloroform solution is concentrated to yield the ... Reactants: CCOC(COCCCCO)OCC, Oc1c(Cl)cc(OCC=C(Cl)Cl)cc1Cl, CC(C)OC(=O)N=NC(=O)OC(C)C, C1CCOC1, c1ccc(P(c2ccccc2)c2ccccc2)cc1. Yields the product CCOC(COCCCCOc1c(Cl)cc(OCC=C(Cl)Cl)cc1Cl)OCC. As a reaction SMILES: [CH2:1]([CH3:2])[O:3][CH:4]([CH2:5][O:6][CH2:7][CH2:8][CH2:9][CH2:10][OH:11])[O:12][CH2:13][CH3:14].[Cl:15][c:16]1[c:17]([OH:29])[c:18]([Cl:28])[cH:19][c:20]([O:22][CH2:23][CH:24]=[C:25]([Cl:26])[Cl:27])[cH:21]1.[O:49]=[C:50]([O:51][CH:52]([CH3:53])[CH3:54])[N:55]=[N:56][C:57]([O:58][CH:59]([CH3:60])[CH3:61])=[O:62].[O:63]1[CH2:64][CH2:65][CH2:66][CH2:67]1.[c:30]1([P:31]([c:32]2[cH:33][cH:34][cH:35][cH:36][cH:37]2)[c:38]2[cH:39][cH:40][cH:41][cH:42][cH:43]2)[cH:44][cH:45][cH:46][cH:47][cH:48]1>>[CH2:1]([CH3:2])[O:3][CH:4]([CH2:5][O:6][CH2:7][CH2:8][CH2:9][CH2:10][O:11][c:17]1[c:16]([Cl:15])[cH:21][c:20]([O:22][CH2:23][CH:24]=[C:25]([Cl:26])[Cl:27])[cH:19][c:18]1[Cl:28])[O:12][CH2:13][CH3:14]. The reactants are resultant mixture, Cl.C(C)N(CCCl)CC (2-diethylaminoethyl chloride hydrochloride), methanolic solution, C[O-].[Na+] (sodium methoxide), CC1=C(N=C2N1C=CC(=C2)C)C=2C=CC1=C(NC(S1)=O)C2 (5-(3,7-dimethylimidazo[1,2-a]pyridin-2-yl)-2-benzothiazolinone), [H-].[Na+] (sodium hydride), ice water. Run in CO (methanol), CN(C=O)C (dimethylformamide). Conditions: time 20 minute. The product is Cl.CC1=C(N=C2N1C=CC(=C2)C)C=2C=CC1=C(N(C(S1)=O)CCN(CC)CC)C2 (5-(3,7dimethylimidazo[1,2-a]pyridin-2-yl)-3-(2-diethylaminoethyl)-2-benzothiazolinone hydrochloride). Yield: 26.3%. Reaction SMILES: [CH3:1][C:2]1[N:6]2[CH:7]=[CH:8][C:9]([CH3:11])=[CH:10][C:5]2=[N:4][C:3]=1[C:12]1[CH:13]=[CH:14][C:15]2[S:19][C:18](=[O:20])[NH:17][C:16]=2[CH:21]=1.[H-].[Na+].Cl.[CH2:25]([N:27]([CH2:31][CH3:32])[CH2:28][CH2:29][Cl:30])[CH3:26].C[O-].[Na+]>CN(C)C=O.CO>[ClH:30].[CH3:1][C:2]1[N:6]2[CH:7]=[CH:8][C:9]([CH3:11])=[CH:10][C:5]2=[N:4][C:3]=1[C:12]1[CH:13]=[CH:14][C:15]2[S:19][C:18](=[O:20])[N:17]([CH2:26][CH2:25][N:27]([CH2:31][CH3:32])[CH2:28][CH3:29])[C:16]=2[CH:21]=1 |f:1.2,3.4,5.6,9.10|. Procedure: A mixture of 5-(3,7-dimethylimidazo[1,2-a]pyridin-2-yl)-2-benzothiazolinone (1.77 g) and sodium hydride (50% suspension in oil, 0.788 g) in dry dimethylformamide (24 ml) was stirred at 40° to 45° C. for 20 minutes. To the resultant mixture was added a solution of 2-diethylaminoethyl chloride hydrochloride (1.55 g) and 1.8 ml of a methanolic solution of sodium methoxide (5 mole/ml) in methanol (30 ml) at ambient temperature. The mixture was stirred for 4 hours under the same condition. The reacti... Yield: 87.8%. The product is ClC1=C2C(=CNC(C2=CC=C1)=O)OC (5-chloro-4-methoxyisoquinolin-1-(2H)-one). Reaction SMILES: [Cl:1][C:2]1[CH:11]=[CH:10][CH:9]=[C:8]2[C:3]=1[CH:4]=[CH:5][NH:6][C:7]2=[O:12].I(C1C=CC=C(C[C:22]([O-])=[O:23])C=1CC([O-])=O)=O.CS(O)(=O)=O>CO>[Cl:1][C:2]1[CH:11]=[CH:10][CH:9]=[C:8]2[C:3]=1[C:4]([O:23][CH3:22])=[CH:5][NH:6][C:7]2=[O:12]. The solvent is CO (methanol). The reactants are ClC1=C2C=CNC(C2=CC=C1)=O (5-choroisoquinolin-1(2H)-one), I(=O)C1=C(C(=CC=C1)CC(=O)[O-])CC(=O)[O-] (iodosobenzenediacetate), CS(=O)(=O)O (methane sulphonic acid). Procedure: To a solution of 5-choroisoquinolin-1(2H)-one (3.8 g, 21.2 mmol) in methanol (70 ml) was added iodosobenzenediacetate (7.5 g, 23.4 mmol) followed by methane sulphonic acid (2.45 g, 25.5 mmol) at room temperature. The reaction mass was heated at reflux for 3 h. The solvent was evaporated and the residue was diluted with cold water. The precipitated solid was filtered, washed with water to get crude compound (3.9 g, 88%) as a light red colored solid. 1H NMR (400 MHz, CDCl3): δ ppm 8.06-8.03 (d, J=... The reactants are C(O)([O-])=O.[Na+] (sodium hydrogencarbonate), C1(=CCCCCCC1)C1=C(C=CC=C1)N1CCNCC1 (1-(2-cyclooct-1-enylphenyl)piperazine), C(CCC)=O (butyraldehyde), C(C)(=O)O[BH-](OC(C)=O)OC(C)=O.[Na+] (sodium triacetoxyborohydride), C(C)(=O)O (acetic acid). Solvent: O1CCCC1 (tetrahydrofuran), C(C)(=O)OCC (ethyl acetate). Run at time 20 minute. The product is C(CCC)N1CCN(CC1)C1=C(C=CC=C1)C1=CCCCCCC1 (1-butyl-4-(2-cyclooct-1-enylphenyl)piperazine). Isolated yield 74.5%. RXN SMILES: [C:1]1([C:9]2[CH:14]=[CH:13][CH:12]=[CH:11][C:10]=2[N:15]2[CH2:20][CH2:19][NH:18][CH2:17][CH2:16]2)[CH2:8][CH2:7][CH2:6][CH2:5][CH2:4][CH2:3][CH:2]=1.[CH:21](=O)[CH2:22][CH2:23][CH3:24].C(O[BH-](OC(=O)C)OC(=O)C)(=O)C.[Na+].C(O)(=O)C.C(=O)([O-])O.[Na+]>O1CCCC1.C(OCC)(=O)C>[CH2:21]([N:18]1[CH2:17][CH2:16][N:15]([C:10]2[CH:11]=[CH:12][CH:13]=[CH:14][C:9]=2[C:1]2[CH2:8][CH2:7][CH2:6][CH2:5][CH2:4][CH2:3][CH:2]=2)[CH2:20][CH2:19]1)[CH2:22][CH2:23][CH3:24] |f:2.3,5.6|. Procedure details: To a solution of 1-(2-cyclooct-1-enylphenyl)piperazine (11 mg, 0.0407 mmol) produced in Example (46a) in tetrahydrofuran (1 mL) were added butyraldehyde (0.0047 mL, 0.0529 mmol), sodium triacetoxyborohydride (11.2 mg, 0.0529 mmol) and acetic acid (0.0044 mL, 0.0773 mmol), followed by stirring for 14 hours and 20 minutes at room temperature. Saturated aqueous solution of sodium hydrogencarbonate was added to the reaction mixture and extraction was performed three times with ethyl acetate. The org...